This data is from the Open Reaction Database (ORD), a public repository of structured organic reaction records. The task is: describe an organic reaction: reactants, conditions, products, and yield Reactants: Cl (Hydrogen chloride), C(#N)C1=CC(=C(C=C1)N(C(OC(C)(C)C)=O)CC1=C(CCCC1=O)NC1=CC(=CC=C1)C(F)(F)F)C (tert-butyl (4-cyano-2-methylphenyl)(6-oxo-2-(3-(trifluoromethyl)phenylamino)cyclohex-1-enyl)methylcarbamate), C(#N)C1=CC(=C(C=C1)N(C(OC(C)(C)C)=O)CC1=C(CCCC1=O)NC1=CC(=CC=C1)C(F)(F)F)C (tert-butyl (4-cyano-2-methylphenyl)(6-oxo-2-(3-(trifluoromethyl)phenylamino)cyclohex-1-enyl)methylcarbamate), O1CCOCC1 (1,4-dioxane). Product: Cl.NC(C1=C(C=C(C#N)C=C1)C)C1=C(CCCC1=O)NC1=CC(=CC=C1)C(F)(F)F (4-(Amino(6-oxo-2-(3-(trifluoromethyl)phenylamino)cyclohex-1-enyl)methyl)-3-methylbenzonitrile hydrochloride). Reaction SMILES: [ClH:1].C(C1C=CC([N:10]([CH2:18][C:19]2[C:24](=[O:25])[CH2:23][CH2:22][CH2:21][C:20]=2[NH:26][C:27]2[CH:32]=[CH:31][CH:30]=[C:29]([C:33]([F:36])([F:35])[F:34])[CH:28]=2)C(=O)OC(C)(C)C)=C(C)C=1)#N.O1[CH2:43][CH2:42]OCC1>>[ClH:1].[NH2:10][CH:18]([C:19]1[C:24](=[O:25])[CH2:23][CH2:22][CH2:21][C:20]=1[NH:26][C:27]1[CH:32]=[CH:31][CH:30]=[C:29]([C:33]([F:34])([F:36])[F:35])[CH:28]=1)[C:22]1[CH:21]=[CH:20][C:19]([C:18]#[N:10])=[CH:24][C:42]=1[CH3:43] |f:3.4|. Procedure: Hydrogen chloride (4 M in 1,4-dioxane, 5.50 mL, 22.0 mmol) is added to a solution of tert-butyl (4-cyano-2-methylphenyl)(6-oxo-2-(3-(trifluoromethyl)phenylamino)cyclohex-1-enyl)methylcarbamate (intermediate 51, 1.57 g, 3.14 mmol) in 1,4-dioxane (10 mL), and the mixture is stirred at room temperature over night. All volatiles are removed under reduced pressure, and the residue is treated with tert-butyl methyl ether. The precipitate is filtered and dried. Yield: 1.18 g; ESI mass spectrum [M+H]+=4... Reactants: C(C1=CC=CC=C1)(=O)NC1=CC=C(C=C1)C1=CC=C2CN(C(C2=C1)=O)[C@H](C(=O)O)C(C)C ((S)-2-(6-(4-Benzamidophenyl)-1-oxoisoindolin-2-yl)-3-methylbutanoic acid), FC=1C=C(C(=O)NC2=CC=C(C=C2)C2=CC=C3CN(C(C3=C2)=O)[C@H](C(=O)OC)C(C)C)C=CC1 ((S)-Methyl 2-(6-(4-(3-fluorobenzamido)phenyl)-1-oxoisoindolin-2-yl)-3-methylbutanoate). Product: FC=1C=C(C(=O)NC2=CC=C(C=C2)C2=CC=C3CN(C(C3=C2)=O)[C@H](C(=O)O)C(C)C)C=CC1 ((S)-2-(6-(4-(3-Fluorobenzamido)phenyl)-1-oxoisoindolin-2-yl)-3-methylbutanoic acid). Yield: 84.0%. As a reaction SMILES: C(NC1C=CC(C2C=C3C(CN([C@@H](C(C)C)C(O)=O)C3=O)=CC=2)=CC=1)(=O)C1C=CC=CC=1.[F:33][C:34]1[CH:35]=[C:36]([CH:64]=[CH:65][CH:66]=1)[C:37]([NH:39][C:40]1[CH:45]=[CH:44][C:43]([C:46]2[CH:54]=[C:53]3[C:49]([CH2:50][N:51]([C@@H:56]([CH:61]([CH3:63])[CH3:62])[C:57]([O:59]C)=[O:58])[C:52]3=[O:55])=[CH:48][CH:47]=2)=[CH:42][CH:41]=1)=[O:38]>>[F:33][C:34]1[CH:35]=[C:36]([CH:64]=[CH:65][CH:66]=1)[C:37]([NH:39][C:40]1[CH:45]=[CH:44][C:43]([C:46]2[CH:54]=[C:53]3[C:49]([CH2:50][N:51]([C@@H:56]([CH:61]([CH3:63])[CH3:62])[C:57]([OH:59])=[O:58])[C:52]3=[O:55])=[CH:48][CH:47]=2)=[CH:42][CH:41]=1)=[O:38]. Procedure: The compound of example 106 was prepared analogous to compound of example 98 by hydrolysis of compound of example 105. The reactants are 11.7, BrC1=C(C(=O)OC)C=CC=C1[N+](=O)[O-] (methyl 2-bromo-3-nitrobenzoate), C(CN)N (1,2-ethanediamine). Run in C(CCC)O (1-butanol). Conditions: time 0.5 hour. Product: [N+](=O)([O-])C1=CC=CC=2C(NCCNC21)=O (2,3,4,5-tetrahydro-9-nitro-1H-1,4-benzodiazepin-5-one). Reaction SMILES: Br[C:2]1[C:11]([N+:12]([O-:14])=[O:13])=[CH:10][CH:9]=[CH:8][C:3]=1[C:4]([O:6]C)=O.[CH2:15]([NH2:18])[CH2:16][NH2:17]>C(O)CCC>[N+:12]([C:11]1[C:2]2[NH:18][CH2:15][CH2:16][NH:17][C:4](=[O:6])[C:3]=2[CH:8]=[CH:9][CH:10]=1)([O-:14])=[O:13]. Reported procedure: A mixture of 11.7 parts of methyl 2-bromo-3-nitrobenzoate, 8.1 parts of 1,2-ethanediamine mononohydrate and 40 parts of 1-butanol was stirred for ½ hour at reflux temperature. The reaction mixture was evaporated and the residue was diluted with 50 parts of water. The precipitate was filtered off and washed with water and 2-propanol. It was then recrystallized from 2-methoxyethanol, yielding 6.5 parts of 2,3,4,5-tetrahydro-9-nitro-1H-1,4-benzodiazepin-5-one; m.p. 191-195° C. (interm. 1). Starting materials: C[Si](C)(C)C#N (trimethylsilyl cyanide), C(C1=CC=CC=C1)#N (benzonitrile), toluenic solution, [H-].C(C(C)C)[Al+]CC(C)C (diisobutylaluminum hydride), S(=O)(=O)([O-])[O-].[Na+].[Na+] (sodium sulfate). The solvent is C1(=CC=CC=C1)C (toluene), CO (methanol). Run at temperature 0 celsius. Product: NC(C#N)C1=CC=CC=C1 (2-amino-2-phenyl-acetonitrile). Yield: 62.0%. RXN SMILES: [C:1](#[N:8])[C:2]1[CH:7]=[CH:6][CH:5]=[CH:4][CH:3]=1.[H-].C([Al+]CC(C)C)C(C)C.C[Si]([C:23]#[N:24])(C)C.S([O-])([O-])(=O)=O.[Na+].[Na+]>C1(C)C=CC=CC=1.CO>[NH2:8][CH:1]([C:2]1[CH:7]=[CH:6][CH:5]=[CH:4][CH:3]=1)[C:23]#[N:24] |f:1.2,4.5.6|. Procedure details: 10 millimoles (1.031 g) of benzonitrile are dissolved in 10 ml of anhydrous toluene of 0° C., under an argon atmosphere. 15 millimoles of a toluenic solution 1.5 M of diisobutylaluminum hydride (10 ml) are added, dropwise, at this temperature. The reaction mixture is maintained at 0° C. for 1 hour, then 2 ml (1.5 eq) of trimethylsilyl cyanide are added. The stirring is maintained for 3 hours at room temperature, then the mixture is hydrolyzed with 10 ml of methanol then with pasty sodium sulfate... Reactants: BrC=1C(=NC=C(C(=O)O)C1)N(C)CCOC (5-bromo-6-[(2-methoxy-ethyl)-methyl-amino]-nicotinic acid), ClC1=CC=C(C=C1)B(O)O (4-chlorophenylboronic acid). Product: ClC1=CC=C(C=C1)C=1C(=NC=C(C(=O)O)C1)N(C)CCOC (5-(4-chloro-phenyl)-6-[(2-methoxy-ethyl)-methyl-amino]-nicotinic acid). RXN SMILES: Br[C:2]1[C:3]([N:11]([CH2:13][CH2:14][O:15][CH3:16])[CH3:12])=[N:4][CH:5]=[C:6]([CH:10]=1)[C:7]([OH:9])=[O:8].[Cl:17][C:18]1[CH:23]=[CH:22][C:21](B(O)O)=[CH:20][CH:19]=1>>[Cl:17][C:18]1[CH:23]=[CH:22][C:21]([C:2]2[C:3]([N:11]([CH2:13][CH2:14][O:15][CH3:16])[CH3:12])=[N:4][CH:5]=[C:6]([CH:10]=2)[C:7]([OH:9])=[O:8])=[CH:20][CH:19]=1. Procedure details: In analogy to example 32c, 5-bromo-6-[(2-methoxy-ethyl)-methyl-amino]-nicotinic acid was reacted with 4-chlorophenylboronic acid to give 5-(4-chloro-phenyl)-6-[(2-methoxy-ethyl)-methyl-amino]-nicotinic acid as an off-white solid. Starting materials: FC1=CC=C(C=C1)C(C1CCNCC1)C1=CC=C(C=C1)F (4-[bis(4-fluorophenyl)methyl]piperidine), ClCCCCCCOC1=C(C=C(C=C1)C(C)=O)OC (1-[4-(6-chlorohexyloxy)-3-methoxyphenyl]ethanone), C([O-])([O-])=O.[K+].[K+] (potassium carbonate), CO.C(C)(=O)OCC (methanol ethyl acetate). Reagents/catalysts: [I-].[K+] (potassium iodide). The solvent is C(C)(=O)OCC (ethyl acetate), C(CCC)O (1-butanol), C(C)(=O)OCC (ethyl acetate), C(Cl)(Cl)Cl (chloroform). The product is FC1=CC=C(C=C1)C(C1CCN(CC1)CCCCCCOC1=C(C=C(C=C1)C(C)=O)OC)C1=CC=C(C=C1)F (1-[4-[6-[4-[Bis(4-fluorophenyl)methyl]-1-piperdinyl]hexyloxy]-3-methoxyphenyl]ethanone). The yield is 54.4%. Reaction SMILES: [F:1][C:2]1[CH:7]=[CH:6][C:5]([CH:8]([C:15]2[CH:20]=[CH:19][C:18]([F:21])=[CH:17][CH:16]=2)[CH:9]2[CH2:14][CH2:13][NH:12][CH2:11][CH2:10]2)=[CH:4][CH:3]=1.Cl[CH2:23][CH2:24][CH2:25][CH2:26][CH2:27][CH2:28][O:29][C:30]1[CH:35]=[CH:34][C:33]([C:36](=[O:38])[CH3:37])=[CH:32][C:31]=1[O:39][CH3:40].C(=O)([O-])[O-].[K+].[K+].CO.C(OCC)(=O)C>C(O)CCC.C(Cl)(Cl)Cl.C(OCC)(=O)C.[I-].[K+]>[F:21][C:18]1[CH:17]=[CH:16][C:15]([CH:8]([C:5]2[CH:6]=[CH:7][C:2]([F:1])=[CH:3][CH:4]=2)[CH:9]2[CH2:14][CH2:13][N:12]([CH2:23][CH2:24][CH2:25][CH2:26][CH2:27][CH2:28][O:29][C:30]3[CH:35]=[CH:34][C:33]([C:36](=[O:38])[CH3:37])=[CH:32][C:31]=3[O:39][CH3:40])[CH2:11][CH2:10]2)=[CH:20][CH:19]=1 |f:2.3.4,5.6,10.11|. Reported procedure: A mixture of 4-[bis(4-fluorophenyl)methyl]piperidine (7.90 g, 0.0275 mole), 1-[4-(6-chlorohexyloxy)-3-methoxyphenyl]ethanone (7.82 g, 0.025 mole), and potassium carbonate (5.54 g, 0.04 mole) was heated overnight at reflux in 400 ml of 1-butanol containing potassium iodide (0.2 g). The mixture was cooled to room temperature and filtered. Butanol was removed by rotary evaporation. The brown oil obtained was dissolved in chloroform and extracted several times with water. The chloroform layer was dr...